From a dataset of the Open Reaction Database (ORD), a public repository of structured organic reaction records. describe an organic reaction: reactants, conditions, products, and yield Starting materials: C(C1=CC=CC=C1)N1C[C@]2(CCC3=C([C@H]2C1)C=CC(=C3Cl)C(=C)C)C (cis-2-benzyl-6-chloro-3a-methyl-7-(prop-1-en-2-yl)-2,3,3a,4,5,9b-hexahydro-1H-benzo[e]isoindole). Reagents/catalysts: [Pd] (Pd—C), [Pd] (Pd—C). Run in CO (MeOH). Reaction conditions: time 1.5 hour. Product: C(C1=CC=CC=C1)N1C[C@]2(CCC3=C([C@H]2C1)C=CC(=C3Cl)C(C)C)C (cis-2-benzyl-6-chloro-7-isopropyl-3a-methyl-2,3,3a,4,5,9b-hexahydro-1H-benzo[e]isoindole). Isolated yield 84.4%. Reaction SMILES: [CH2:1]([N:8]1[CH2:16][C@H:15]2[C@:10]([CH3:25])([CH2:11][CH2:12][C:13]3[C:20]([Cl:21])=[C:19]([C:22]([CH3:24])=[CH2:23])[CH:18]=[CH:17][C:14]=32)[CH2:9]1)[C:2]1[CH:7]=[CH:6][CH:5]=[CH:4][CH:3]=1>CO.[Pd]>[CH2:1]([N:8]1[CH2:16][C@H:15]2[C@:10]([CH3:25])([CH2:11][CH2:12][C:13]3[C:20]([Cl:21])=[C:19]([CH:22]([CH3:23])[CH3:24])[CH:18]=[CH:17][C:14]=32)[CH2:9]1)[C:2]1[CH:7]=[CH:6][CH:5]=[CH:4][CH:3]=1. Procedure: A suspension of cis-2-benzyl-6-chloro-3a-methyl-7-(prop-1-en-2-yl)-2,3,3a,4,5,9b-hexahydro-1H-benzo[e]isoindole (0.156 mmol, 55 mg) and 5% Pd—C (7.81 μmol, 16.63 mg) in MeOH (3 ml) was stirred under H2 atmosphere (1 bar, multiple hydrogenator) at ° C. for 1.5 h and then passed through Whatman membrane filter. The resulting filtrate was concentrated in vacuo a crude solid that was redissolved in MeOH (3 ml) and further 5% Pd—C (7.81 μmol, 16.63 mg) was added. The resulting suspension was stirred ... The reactants are C(C)(=O)NC1CC2=C(N=C(S2)NCCC)CC1 (6-Acetylamino-2-n-propylamino-4,5,6,7-tetrahydro-benzthiazole), C(C)(=O)NC1CC2=C(N=C(S2)NC(CC)=O)CC1 (6-acetylamino-2-propionylamino-4,5,6,7-tetrahydro-benzthiazole). Yields the product C(C)(=O)NC1CC2=C(N=C(S2)NCC)CC1 (6-Acetylamino-2-ethylamino-4,5,6,7-tetrahydro-benzthiazole). RXN SMILES: [C:1]([NH:4][CH:5]1[CH2:17][CH2:16][C:8]2[N:9]=[C:10]([NH:12][CH2:13][CH2:14]C)[S:11][C:7]=2[CH2:6]1)(=[O:3])[CH3:2].C(NC1CCC2N=C(NC(=O)CC)SC=2C1)(=O)C>>[C:1]([NH:4][CH:5]1[CH2:17][CH2:16][C:8]2[N:9]=[C:10]([NH:12][CH2:13][CH3:14])[S:11][C:7]=2[CH2:6]1)(=[O:3])[CH3:2]. Reported procedure: 6-Acetylamino-2-n-propylamino-4,5,6,7-tetrahydro-benzthiazole prepared from 6-acetylamino-2-propionylamino-4,5,6,7-tetrahydro-benzthiazole at ambient temperature. The reactants are CCOC(=O)/N=N/C(=O)OCC (DEAD), CC1=C(OCC#N)C(=CC=C1)COC1=CC(=CC=C1)O ([2-methyl-6-(3-hydroxy-phenoxymethyl)-phenoxy]-acetonitrile), N1=C(C=CC=C1)CCO (2-(pyridin-2-yl)-ethanol), C1(=CC=CC=C1)P(C1=CC=CC=C1)C1=CC=CC=C1 (triphenylphosphine). Solvent: C1CCOC1 (THF). Run at time 2 hour. Yields the product CC1=C(OCC#N)C(=CC=C1)COC1=CC(=CC=C1)OCCC1=NC=CC=C1 (2-Methyl-6-[3-(2-pyridin-2-yl-ethoxy)-phenoxymethyl]-phenoxy-acetonitrile). RXN SMILES: [CH3:1][C:2]1[CH:11]=[CH:10][CH:9]=[C:8]([CH2:12][O:13][C:14]2[CH:19]=[CH:18][CH:17]=[C:16]([OH:20])[CH:15]=2)[C:3]=1[O:4][CH2:5][C:6]#[N:7].[N:21]1[CH:26]=[CH:25][CH:24]=[CH:23][C:22]=1[CH2:27][CH2:28]O.C1(P(C2C=CC=CC=2)C2C=CC=CC=2)C=CC=CC=1.CCOC(/N=N/C(OCC)=O)=O>C1COCC1>[CH3:1][C:2]1[CH:11]=[CH:10][CH:9]=[C:8]([CH2:12][O:13][C:14]2[CH:19]=[CH:18][CH:17]=[C:16]([O:20][CH2:28][CH2:27][C:22]3[CH:23]=[CH:24][CH:25]=[CH:26][N:21]=3)[CH:15]=2)[C:3]=1[O:4][CH2:5][C:6]#[N:7]. Procedure: To a solution of [2-methyl-6-(3-hydroxy-phenoxymethyl)-phenoxy]-acetonitrile (135 mg, 0.5 mmol, example 25) and 2-(pyridin-2-yl)-ethanol (126 mL, 0.94 mmol) in THF (2 mL) is added triphenylphosphine (262 mg, 1 mmol) followed by DEAD (118 mL, 0.75 mmol). The resulting solution is stirred for 2 h, then concentrated and the residue purified by flash chromatography (silica, 50% ethyl acetate in hexanes) to give the title compound as an oil. MS (ESI) 375 (M+H)+. Reactants: B (Borane), C1CCOC1 (THF), [N+](=O)([O-])C=1C=CC2=C(SCCN2C(CN2[C@@H](CCC2)C(=O)OC(C)(C)C)=O)C1 ((S)-tert-butyl 1-(2-(7-nitro-2H-benzo[b][1,4]thiazin-4(3H)-yl)-2-oxoethyl)pyrrolidine-2-carboxylate), ( 100 ). Conditions: time 17 hour. The product is C(C)(C)(C)OC(=O)[C@H]1N(CCC1)CCN1C2=C(SCC1)C=C(C=C2)[N+](=O)[O-] ((S)-tert-Butyl-1-(2-(7-nitro-2H-benzo[b][1,4]thiazin-4(3H)-yl)ethyl)pyrrolidine-2-carboxylate). As a reaction SMILES: B.C1COCC1.[N+:7]([C:10]1[CH:11]=[CH:12][C:13]2[N:18]([C:19](=O)[CH2:20][N:21]3[CH2:25][CH2:24][CH2:23][C@H:22]3[C:26]([O:28][C:29]([CH3:32])([CH3:31])[CH3:30])=[O:27])[CH2:17][CH2:16][S:15][C:14]=2[CH:34]=1)([O-:9])=[O:8]>>[C:29]([O:28][C:26]([C@@H:22]1[CH2:23][CH2:24][CH2:25][N:21]1[CH2:20][CH2:19][N:18]1[CH2:17][CH2:16][S:15][C:14]2[CH:34]=[C:10]([N+:7]([O-:9])=[O:8])[CH:11]=[CH:12][C:13]1=2)=[O:27])([CH3:32])([CH3:30])[CH3:31]. Procedure: IM Borane in THF (17.18 mL, 17.18 mmol) was added to (S)-tert-butyl 1-(2-(7-nitro-2H-benzo[b][1,4]thiazin-4(3H)-yl)-2-oxoethyl)pyrrolidine-2-carboxylate (1.4 g, 3.44 mmol), and the resulting yellow solution was stirred at room temperature overnight (17 hours). The yellow solution was cooled to 0° C. and carefully quenched with MeOH (10 mL). The solution was concentrated, dissolved in MeOH (50 mL), and concentrated again to give a dark yellow residue. This residue was subjected to silica gel chro... Starting materials: C(C(=O)O)(=O)O (oxalic acid), COC1=C(OCCN)C=CC=C1 (2-(2-methoxy phenoxy)ethylamine), O (water), O1C(COC2=CC=CC=3NC4=CC=CC=C4C23)C1 (4-(2,3-epoxy propoxy)carbazole). The solvent is ClC1=CC=CC=C1 (monochlorobenzene). Run at temperature 125 celsius, time 1 hour. Product: C(C(=O)O)(=O)O.C1=CC=C(C=2C3=CC=CC=C3NC12)OCC(CNCCOC1=C(C=CC=C1)OC)O (1-(9H-carbazol-4-yloxy)-3[[2-(2-methoxy phenoxy)ethyl]amino]-2-propanol oxalate). Reaction SMILES: [CH3:1][O:2][C:3]1[CH:12]=[CH:11][CH:10]=[CH:9][C:4]=1[O:5][CH2:6][CH2:7][NH2:8].[O:13]1[CH2:30][CH:14]1[CH2:15][O:16][C:17]1[C:29]2[C:28]3[C:23](=[CH:24][CH:25]=[CH:26][CH:27]=3)[NH:22][C:21]=2[CH:20]=[CH:19][CH:18]=1.O.[C:32]([OH:37])(=[O:36])[C:33]([OH:35])=[O:34]>ClC1C=CC=CC=1>[C:32]([OH:37])(=[O:36])[C:33]([OH:35])=[O:34].[CH:20]1[C:21]2[NH:22][C:23]3[C:28](=[CH:27][CH:26]=[CH:25][CH:24]=3)[C:29]=2[C:17]([O:16][CH2:15][CH:14]([OH:13])[CH2:30][NH:8][CH2:7][CH2:6][O:5][C:4]2[CH:9]=[CH:10][CH:11]=[CH:12][C:3]=2[O:2][CH3:1])=[CH:18][CH:19]=1 |f:5.6|. Reported procedure: 174 g (1.04 moles, 2.5 mol equivalents) of 2-(2-methoxy phenoxy)ethylamine is dissolved in 500 ml of monochlorobenzene. The temperature is raised to 125° C. under stirring. 100 g (0.42 moles) of 4-(2,3-epoxy propoxy)carbazole is slowly added in five lots during 1 hr at reflux temperature. Refluxing is then carried on for two hrs. The reaction is monitored to completion by thin layer chromatography and then cooled to 90° C. 500 ml water is then charged followed by cooling to 70° C. The pH of reac...